From a dataset of the Open Reaction Database (ORD), a public repository of structured organic reaction records. describe an organic reaction: reactants, conditions, products, and yield Reactants: O (water), C([O-])([O-])=O.[K+].[K+] (potassium carbonate), COS(=O)(=O)OC (dimethylsulfate), ClC1=C(C(=C(C(=C1)F)N1C(NC(=CC1=O)C(F)(F)F)=O)[N+](=O)[O-])C (3-(4-Chloro-6-fluoro-3-methyl-2-nitrophenyl)-6-trifluoromethyl-2,4(1H, 3H)-pyrimidinedione). The solvent is CN(C=O)C (dimethylformamide). Conditions: time 14 hour. Yields the product ClC1=C(C(=C(C(=C1)F)N1C(N(C(=CC1=O)C(F)(F)F)C)=O)[N+](=O)[O-])C (3-(4-chloro-6-fluoro-3-methyl-2-nitrophenyl)-1-methyl-6-trifluoromethyl-2,4(1H, 3H)-pyrimidinedione). RXN SMILES: [Cl:1][C:2]1[CH:7]=[C:6]([F:8])[C:5]([N:9]2[C:14](=[O:15])[CH:13]=[C:12]([C:16]([F:19])([F:18])[F:17])[NH:11][C:10]2=[O:20])=[C:4]([N+:21]([O-:23])=[O:22])[C:3]=1[CH3:24].[C:25](=O)([O-])[O-].[K+].[K+].COS(OC)(=O)=O.O>CN(C)C=O>[Cl:1][C:2]1[CH:7]=[C:6]([F:8])[C:5]([N:9]2[C:14](=[O:15])[CH:13]=[C:12]([C:16]([F:18])([F:19])[F:17])[N:11]([CH3:25])[C:10]2=[O:20])=[C:4]([N+:21]([O-:23])=[O:22])[C:3]=1[CH3:24] |f:1.2.3|. Reported procedure: 3-(4-Chloro-6-fluoro-3-methyl-2-nitrophenyl)-6-trifluoromethyl-2,4(1H, 3H)-pyrimidinedione (10.1 g) was dissolved in dimethylformamide (100 ml) and potassium carbonate (5.7 g, 41.3 mmol) and dimethylsulfate (11.9 g, 55.1 mmol) were added. Solution was stirred at ambient temperature for 14 hr, water was added and product extracted with ethyl acetate. The title compound was separated by column chromatography on silica gel (eluent, hexane-ethyl aceatate, 9:1; 8.5 g). The product is C(C)OC(C1=CC=C(C=C1)NC(=O)C=1C=CC2=C(N(CCO2)S(=O)(=O)C2=C(C=CC(=C2)F)F)C1)=O (4-{[4-(2,5-difluoro-benzenesulfonyl)-3,4-dihydro-2H-benzo[1,4]oxazine-6-carbonyl]-amino}-benzoic acid ethyl ester). Reported procedure: 4-{[4-(2,5-Difluoro-benzenesulfonyl)-3,4-dihydro-2H-benzo[1,4]oxazine-6-carbonyl]-amino}-benzoic acid, MS (ISP): m/e=472.9 (M−H), was prepared as described for example 14, steps 1 to 8. Step 7 was performed using 2,5-difluoro-benzenesulfonyl chloride and yielded 4-{[4-(2,5-difluoro-benzenesulfonyl)-3,4-dihydro-2H-benzo[1,4]oxazine-6-carbonyl]-amino}-benzoic acid ethyl ester, which was hydrolyzed in step 8. Reaction SMILES: [F:1][C:2]1[CH:7]=[CH:6][C:5]([F:8])=[CH:4][C:3]=1[S:9]([N:12]1[C:17]2[CH:18]=[C:19]([C:22]([NH:24][C:25]3[CH:33]=[CH:32][C:28]([C:29]([OH:31])=[O:30])=[CH:27][CH:26]=3)=[O:23])[CH:20]=[CH:21][C:16]=2[O:15][CH2:14][CH2:13]1)(=[O:11])=[O:10].F[C:35]1C=CC(F)=C[C:36]=1S(Cl)(=O)=O>>[CH2:35]([O:30][C:29](=[O:31])[C:28]1[CH:32]=[CH:33][C:25]([NH:24][C:22]([C:19]2[CH:20]=[CH:21][C:16]3[O:15][CH2:14][CH2:13][N:12]([S:9]([C:3]4[CH:4]=[C:5]([F:8])[CH:6]=[CH:7][C:2]=4[F:1])(=[O:10])=[O:11])[C:17]=3[CH:18]=2)=[O:23])=[CH:26][CH:27]=1)[CH3:36]. The reactants are FC1=C(C=C(C=C1)F)S(=O)(=O)N1CCOC2=C1C=C(C=C2)C(=O)NC2=CC=C(C(=O)O)C=C2 (4-{[4-(2,5-Difluoro-benzenesulfonyl)-3,4-dihydro-2H-benzo[1,4]oxazine-6-carbonyl]-amino}-benzoic acid), FC1=C(C=C(C=C1)F)S(=O)(=O)Cl (2,5-difluoro-benzenesulfonyl chloride). Reactants: solution, C1(=CC=CC=C1)[Mg]Br (phenyl magnesium bromide), CON(C(=O)C1=NC=C(N=C1N)C)C (3-Amino-5-methyl-pyrazin-2-carboxylic acid methoxy-methyl-amide), C(=O)(O)[O-].[Na+] (NaHCO3), CCOC(=O)C (EtOAc). The solvent is C1CCOC1 (THF), C1CCOC1 (THF). Conditions: temperature -78 celsius, time 1 hour. Yields the product NC=1C(=NC=C(N1)C)C(=O)C1=CC=CC=C1 ((3-amino-5-methyl-pyrazin-2-yl)-phenyl-methanone). RXN SMILES: CON(C)[C:4]([C:6]1[C:11]([NH2:12])=[N:10][C:9]([CH3:13])=[CH:8][N:7]=1)=[O:5].[C:15]1([Mg]Br)[CH:20]=[CH:19][CH:18]=[CH:17][CH:16]=1.C([O-])(O)=O.[Na+].CCOC(C)=O>C1COCC1>[NH2:12][C:11]1[C:6]([C:4]([C:15]2[CH:20]=[CH:19][CH:18]=[CH:17][CH:16]=2)=[O:5])=[N:7][CH:8]=[C:9]([CH3:13])[N:10]=1 |f:2.3|. Reported procedure: 3-Amino-5-methyl-pyrazin-2-carboxylic acid methoxy-methyl-amide (0.3 g, 1.53 mmol) is dissolved in anhydrous THF (30 ml) under N2. The clear yellow solution is cooled to −78° C., and a 1M solution of phenyl magnesium bromide in THF (7.6 ml, 7.6 mmol) is added. The resulting reaction mixture is stirred at −78° C. for 1 hour, and is then allowed to warm to room temperature and stirred for a further 2.5 hours. The reaction mixture is poured onto aq. NaHCO3 and EtOAc. The phases are separated and th... Reactants: CCOC(=O)C(C)(C)Br, CN(C)C=O, Oc1ccc(C=Nc2ccc(Cl)cc2)cc1, [H-], [Na+], O. The product is CCOC(=O)C(C)(C)Oc1ccc(C=Nc2ccc(Cl)cc2)cc1. Reaction SMILES: [Br:19][C:20]([C:21](=[O:22])[O:23][CH2:24][CH3:25])([CH3:26])[CH3:27].[CH3:29][N:30]([CH3:31])[CH:32]=[O:33].[Cl:3][c:4]1[cH:5][cH:6][c:7]([N:10]=[CH:11][c:12]2[cH:13][cH:14][c:15]([OH:18])[cH:16][cH:17]2)[cH:8][cH:9]1.[H-:1].[Na+:2].[OH2:28]>>[Cl:3][c:4]1[cH:5][cH:6][c:7]([N:10]=[CH:11][c:12]2[cH:13][cH:14][c:15]([O:18][C:20]([C:21](=[O:22])[O:23][CH2:24][CH3:25])([CH3:26])[CH3:27])[cH:16][cH:17]2)[cH:8][cH:9]1. The reactants are [OH-].[Na+] (sodium hydroxide), O[C@H]1[C@@H]([C@@H]2[C@@H](S[C@H](CC2)CCCC(=O)OC)C1)\C=C\[C@H](COC1=CC=CC=C1)O (Methyl 4-{(2S,4aR,5R,6R,7aS)-6-hydroxy-5-[(1E,3R)-3-hydroxy-4-phenoxy-1-buten-1-yl]octahydrocyclopenta[b]thiopyran-2-yl}butanoate), Cl (hydrochloric acid). The solvent is CO (methanol). Run at time 8 hour. The product is O[C@H]1[C@@H]([C@@H]2[C@@H](S[C@H](CC2)CCCC(=O)O)C1)\C=C\[C@H](COC1=CC=CC=C1)O (4-{(2S,4aR,5R,6R,7aS)-6-hydroxy-5-[(1E,3R)-3-hydroxy-4-phenoxy-1-buten-1-yl]octahydrocyclopenta[b]thiopyran-2-yl}butanoic acid). Yield: 72.0%. RXN SMILES: [OH:1][C@@H:2]1[CH2:17][C@@H:5]2[S:6][C@@H:7]([CH2:10][CH2:11][CH2:12][C:13]([O:15]C)=[O:14])[CH2:8][CH2:9][C@@H:4]2[C@H:3]1/[CH:18]=[CH:19]/[C@@H:20]([OH:29])[CH2:21][O:22][C:23]1[CH:28]=[CH:27][CH:26]=[CH:25][CH:24]=1.[OH-].[Na+].Cl>CO>[OH:1][C@@H:2]1[CH2:17][C@@H:5]2[S:6][C@@H:7]([CH2:10][CH2:11][CH2:12][C:13]([OH:15])=[O:14])[CH2:8][CH2:9][C@@H:4]2[C@H:3]1/[CH:18]=[CH:19]/[C@@H:20]([OH:29])[CH2:21][O:22][C:23]1[CH:28]=[CH:27][CH:26]=[CH:25][CH:24]=1 |f:1.2|. Reported procedure: The compound 14 (6.9 mg) was dissolved in methanol (0.4 mL), a 2M aqueous sodium hydroxide solution (0.1 mL) was added at room temperature, and the mixture was stirred overnight. Dilute hydrochloric acid was added to the reaction liquid, and the mixture was then extracted with ethyl acetate two times. The organic layers were combined, washed with a saturated saline, and dried with anhydrous magnesium sulfate. The residue obtained by concentration under reduced pressure was purified by silica gel... Reactants: CN1CCCC1=O, CCN(C(C)C)C(C)C, Cc1cc([N+](=O)[O-])c(C)cc1Cl, FC(F)(F)c1cccc(CS)c1. Yields the product Cc1cc([N+](=O)[O-])c(C)cc1SCc1cccc(C(F)(F)F)c1. As a reaction SMILES: [CH3:34][N:35]1[CH2:36][CH2:37][CH2:38][C:39]1=[O:40].[CH:13]([N:14]([CH:15]([CH3:16])[CH3:17])[CH2:18][CH3:19])([CH3:20])[CH3:21].[Cl:22][c:23]1[cH:24][c:25]([CH3:33])[c:26]([N+:30](=[O:31])[O-:32])[cH:27][c:28]1[CH3:29].[F:1][C:2]([c:3]1[cH:4][c:5]([CH2:6][SH:7])[cH:8][cH:9][cH:10]1)([F:11])[F:12]>>[F:1][C:2]([c:3]1[cH:4][c:5]([CH2:6][S:7][c:23]2[cH:24][c:25]([CH3:33])[c:26]([N+:30](=[O:31])[O-:32])[cH:27][c:28]2[CH3:29])[cH:8][cH:9][cH:10]1)([F:11])[F:12]. Reactants: O1CCN(CC1)C1CCCC1 (morpholinocyclopentane), BrCC(C(=O)OC)=NO (methyl 3-bromohydroxyiminopropionate). The product is O1CCN(CC1)C12ON=C(CC2CCC1)C(=O)OC (Methyl 1-morpholino-2-oxa-3-aza-bicyclo[4.3.0]non-3-ene-4-carboxylate). Yield: 70.8%. Reaction SMILES: [O:1]1[CH2:6][CH2:5][N:4]([CH:7]2[CH2:11][CH2:10][CH2:9][CH2:8]2)[CH2:3][CH2:2]1.Br[CH2:13][C:14](=[N:19][OH:20])[C:15]([O:17][CH3:18])=[O:16]>>[O:1]1[CH2:6][CH2:5][N:4]([C:7]23[CH2:11][CH2:10][CH2:9][CH:8]2[CH2:13][C:14]([C:15]([O:17][CH3:18])=[O:16])=[N:19][O:20]3)[CH2:3][CH2:2]1. Procedure details: 4.6 g (30 mmol) of morpholinocyclopentane are reacted with 1.75 g (10 mmol) of methyl 3-bromohydroxyiminopropionate by following the method of Example 1(a). 1.9 g of a colorless oil are obtained. The reactants are COC(C1=CC(=C(C=C1)NC=1N=CC2=C(N(CCCN2C)C2CCCC2)N1)OC)=O (Methyl4-[(9-cyclopentyl-5-methyl-6,7,8,9-tetrahydro-5H-pyrimido[4,5-b][1,4]diazepin-2-yl)amino]-3-methoxybenzoate), COC(C1=CC(=C(C=C1)NC=1N=CC2=C(N(CCCN2C)C2CCCC2)N1)OC)=O (Methyl4-[(9-cyclopentyl-5-methyl-6,7,8,9-tetrahydro-5H-pyrimido[4,5-b][1,4]diazepin-2-yl)amino]-3-methoxybenzoate), Cl (HCl). The solvent is O (water), CO.C(Cl)Cl (MeOH DCM). Yields the product C1(CCCC1)N1C2=C(N(CCC1)C)C=NC(=N2)NC2=C(C=C(C(=O)O)C=C2)OC (4-[(9-Cyclopentyl-5-methyl-6,7,8,9-tetrahydro-5H-pyrimido[4,5-b][1,4]diazepin-2-yl)amino]-3-methoxybenzoic acid). Yield: 99.0%. Reaction SMILES: C[O:2][C:3](=[O:30])[C:4]1[CH:9]=[CH:8][C:7]([NH:10][C:11]2[N:12]=[CH:13][C:14]3[N:20]([CH3:21])[CH2:19][CH2:18][CH2:17][N:16]([CH:22]4[CH2:26][CH2:25][CH2:24][CH2:23]4)[C:15]=3[N:27]=2)=[C:6]([O:28][CH3:29])[CH:5]=1.Cl>O.CO.C(Cl)Cl>[CH:22]1([N:16]2[CH2:17][CH2:18][CH2:19][N:20]([CH3:21])[C:14]3[CH:13]=[N:12][C:11]([NH:10][C:7]4[CH:8]=[CH:9][C:4]([C:3]([OH:30])=[O:2])=[CH:5][C:6]=4[O:28][CH3:29])=[N:27][C:15]2=3)[CH2:23][CH2:24][CH2:25][CH2:26]1 |f:3.4|. Reported procedure: Methyl4-[(9-cyclopentyl-5-methyl-6,7,8,9-tetrahydro-5H-pyrimido[4,5-b][1,4]diazepin-2-yl)amino]-3-methoxybenzoate (Intermediate 7; 250 mg, 0.61 mmol) and HCl (2 mL, concentrated aqueous) were suspended in water (4 mL) and heated at reflux for 24 h. The reaction mixture was then cooled to ambient temperature and the volatiles were removed under reduced pressure. The solid obtained was dissolved in MeOH:DCM (1:10, 40 mL) and washed with NaHCO3 (saturated aqueous, 40 mL). The organic layer was then...